describe an organic reaction: reactants, conditions, products, and yield From a dataset of the Open Reaction Database (ORD), a public repository of structured organic reaction records. Reactants: C(C)(=O)[O-].[NH4+] (ammonium acetate), acetylimine, C(C(=O)C)(=O)N1[C@H](C(=O)O)CCC1 (N-pyruvyl-L-proline). Product: N[C@@H](C)C(=O)N1[C@H](C(=O)O)CCC1 (L-alanyl-L-proline). Reaction SMILES: C([O-])(=O)C.[NH4+:5].[C:6]([N:11]1[CH2:18][CH2:17][CH2:16][C@H:12]1[C:13]([OH:15])=[O:14])(=[O:10])[C:7]([CH3:9])=O>>[NH2:5][C@H:7]([C:6]([N:11]1[CH2:18][CH2:17][CH2:16][C@H:12]1[C:13]([OH:15])=[O:14])=[O:10])[CH3:9] |f:0.1|. Procedure details: Moreover, by following the procedure described in Example 4 but using ammonium acetate to make the acetylimine of N-pyruvyl-L-proline, a 65% diastereomeric excess of L-alanyl-L-proline was obtained. Reactants: CC(C)C(NC(=O)Nc1ccc(C(=O)NCC(=O)O)cc1)C(=O)N1CCCC1C(=O)NC(C(=O)C(F)(F)F)C(C)C, CNC, Cl. Yields the product CC(C)C(NC(=O)Nc1ccc(C(=O)NCC(=O)N(C)C)cc1)C(=O)N1CCCC1C(=O)NC(C(=O)C(F)(F)F)C(C)C. RXN SMILES: [C:1](=[O:2])([OH:3])[CH2:4][NH:5][C:6](=[O:7])[c:8]1[cH:9][cH:10][c:11]([NH:14][C:15](=[O:16])[NH:17][CH:18]([CH:19]([CH3:20])[CH3:21])[C:22](=[O:23])[N:24]2[CH:25]([C:26](=[O:27])[NH:28][CH:29]([C:30]([C:31]([F:32])([F:33])[F:34])=[O:35])[CH:36]([CH3:37])[CH3:38])[CH2:39][CH2:40][CH2:41]2)[cH:12][cH:13]1.[CH3:43][NH:44][CH3:45].[ClH:42]>>[C:1](=[O:3])([CH2:4][NH:5][C:6](=[O:7])[c:8]1[cH:9][cH:10][c:11]([NH:14][C:15](=[O:16])[NH:17][CH:18]([CH:19]([CH3:20])[CH3:21])[C:22](=[O:23])[N:24]2[CH:25]([C:26](=[O:27])[NH:28][CH:29]([C:30]([C:31]([F:32])([F:33])[F:34])=[O:35])[CH:36]([CH3:37])[CH3:38])[CH2:39][CH2:40][CH2:41]2)[cH:12][cH:13]1)[N:44]([CH3:43])[CH3:45]. Reactants: CC(C)(C)[O-], Clc1cccnc1, [K+], NCCN, O. The product is NCCNc1cccnc1. Reaction SMILES: [CH3:12][C:13]([CH3:14])([O-:15])[CH3:16].[Cl:5][c:6]1[cH:7][n:8][cH:9][cH:10][cH:11]1.[K+:17].[NH2:1][CH2:2][CH2:3][NH2:4].[OH2:18]>>[NH:1]([CH2:2][CH2:3][NH2:4])[c:6]1[cH:7][n:8][cH:9][cH:10][cH:11]1.